Dataset: the Open Reaction Database (ORD), a public repository of structured organic reaction records. Task: describe an organic reaction: reactants, conditions, products, and yield Starting materials: O=C([O-])[O-], CN(C)C=O, BrC1CCCC1, [K+], [K+], COc1ccc(C=O)cc1O. Yields the product COc1ccc(C=O)cc1OC1CCCC1. Reaction SMILES: [C:12](=[O:13])([O-:14])[O-:15].[CH3:24][N:25]([CH3:26])[CH:27]=[O:28].[CH:18]1([Br:23])[CH2:19][CH2:20][CH2:21][CH2:22]1.[K+:16].[K+:17].[OH:1][c:2]1[cH:3][c:4]([CH:5]=[O:6])[cH:7][cH:8][c:9]1[O:10][CH3:11]>>[O:1]([c:2]1[cH:3][c:4]([CH:5]=[O:6])[cH:7][cH:8][c:9]1[O:10][CH3:11])[CH:18]1[CH2:19][CH2:20][CH2:21][CH2:22]1. The reactants are O=C([O-])[O-], Cc1ccccc1, Cc1ccc(C)c(B(O)O)c1, CCc1nc(-c2ccc(OC)cc2OC)c(CC)nc1Cl, [K+], [K+], c1ccc(P(c2ccccc2)(c2ccccc2)[Pd](P(c2ccccc2)(c2ccccc2)c2ccccc2)(P(c2ccccc2)(c2ccccc2)c2ccccc2)P(c2ccccc2)(c2ccccc2)c2ccccc2)cc1. Yields the product CCc1nc(-c2ccc(OC)cc2OC)c(CC)nc1-c1cc(C)ccc1C. Reaction SMILES: [C:33](=[O:34])([O-:35])[O-:36].[CH3:116][c:117]1[cH:118][cH:119][cH:120][cH:121][cH:122]1.[CH3:22][c:23]1[c:24]([B:30]([OH:31])[OH:32])[cH:25][c:26]([CH3:29])[cH:27][cH:28]1.[Cl:1][c:2]1[n:3][c:4]([CH2:20][CH3:21])[c:5](-[c:10]2[c:11]([O:18][CH3:19])[cH:12][c:13]([O:16][CH3:17])[cH:14][cH:15]2)[n:6][c:7]1[CH2:8][CH3:9].[K+:37].[K+:38].[cH:39]1[cH:40][cH:41][c:42]([P:43]([Pd:44]([P:45]([c:46]2[cH:47][cH:48][cH:49][cH:50][cH:51]2)([c:52]2[cH:53][cH:54][cH:55][cH:56][cH:57]2)[c:58]2[cH:59][cH:60][cH:61][cH:62][cH:63]2)([P:64]([c:65]2[cH:66][cH:67][cH:68][cH:69][cH:70]2)([c:71]2[cH:72][cH:73][cH:74][cH:75][cH:76]2)[c:77]2[cH:78][cH:79][cH:80][cH:81][cH:82]2)[P:83]([c:84]2[cH:85][cH:86][cH:87][cH:88][cH:89]2)([c:90]2[cH:91][cH:92][cH:93][cH:94][cH:95]2)[c:96]2[cH:97][cH:98][cH:99][cH:100][cH:101]2)([c:102]2[cH:103][cH:104][cH:105][cH:106][cH:107]2)[c:108]2[cH:109][cH:110][cH:111][cH:112][cH:113]2)[cH:114][cH:115]1>>[c:2]1(-[c:24]2[c:23]([CH3:22])[cH:28][cH:27][c:26]([CH3:29])[cH:25]2)[n:3][c:4]([CH2:20][CH3:21])[c:5](-[c:10]2[c:11]([O:18][CH3:19])[cH:12][c:13]([O:16][CH3:17])[cH:14][cH:15]2)[n:6][c:7]1[CH2:8][CH3:9]. The reactants are C(=O)(C(F)(F)F)O (TFA), COC1=C(CN(S(=O)(=O)C2=CC3=C(N(C(O3)=O)CC3=C(C=CC=C3)/C=C/CNC(OC(C)(C)C)=O)C=C2F)C2=NC=NS2)C=CC(=C1)OC (tert-butyl {(2E)-3-[2-({6-[(2,4-dimethoxybenzyl)(1,2,4-thiadiazol-5-yl)sulfamoyl]-5-fluoro-2-oxo-1,3-benzoxazol-3(2H)-yl}methyl)phenyl]prop-2-en-1-yl}carbamate). Solvent: C(Cl)Cl (DCM). Reaction conditions: time 20 minute. Yields the product NC/C=C/C1=C(CN2C(OC3=C2C=C(C(=C3)S(=O)(=O)NC3=NC=NS3)F)=O)C=CC=C1 (3-{2-[(1E)-3-Aminoprop-1-en-1-yl]benzyl}-5-fluoro-2-oxo-N-(1,2,4-thiadiazol-5-yl)-2,3-dihydro-1,3-benzoxazole-6-sulfonamide). As a reaction SMILES: COC1C=C(OC)C=CC=1C[N:6]([C:39]1[S:43][N:42]=[CH:41][N:40]=1)[S:7]([C:10]1[C:37]([F:38])=[CH:36][C:13]2[N:14]([CH2:18][C:19]3[CH:24]=[CH:23][CH:22]=[CH:21][C:20]=3/[CH:25]=[CH:26]/[CH2:27][NH:28]C(=O)OC(C)(C)C)[C:15](=[O:17])[O:16][C:12]=2[CH:11]=1)(=[O:9])=[O:8].C(O)(C(F)(F)F)=O>C(Cl)Cl>[NH2:28][CH2:27]/[CH:26]=[CH:25]/[C:20]1[CH:21]=[CH:22][CH:23]=[CH:24][C:19]=1[CH2:18][N:14]1[C:13]2[CH:36]=[C:37]([F:38])[C:10]([S:7]([NH:6][C:39]3[S:43][N:42]=[CH:41][N:40]=3)(=[O:9])=[O:8])=[CH:11][C:12]=2[O:16][C:15]1=[O:17]. Procedure: The compound of Formula 12-2 thus prepared (125 mg, 0.176 mmol) was placed into a 1 dram vial containing 702 μL of DCM and 176 μL of TFA at ambient temperature (RT). After 20 minutes of stirring at RT, LCMS indicated complete consumption of was placed 125 mg of 12-2. The reaction mixture was concentrated in vacuo, dissolved in MeOH (1 mL), filtered and purified by reverse-phase HPLC (5-60% MeCN in water with 0.1% TFA, C18 column) to give 12-3 (3-{2-[(1E)-3-Aminoprop-1-en-1-yl]benzyl}-5-fluoro-2-...